describe an organic reaction: reactants, conditions, products, and yield From a dataset of the Open Reaction Database (ORD), a public repository of structured organic reaction records. Starting materials: CNCCN1CCCc2ccc(COC3CN(C(=O)OC(C)(C)C)CCC3c3ccc(OCCCOCc4ccccc4OC)cc3)cc21, CO, Cl. Product: CNCCN1CCCc2ccc(COC3CNCCC3c3ccc(OCCCOCc4ccccc4OC)cc3)cc21. Reaction SMILES: [C:1]([O:2][C:3](=[O:4])[N:8]1[CH2:9][CH:10]([O:34][CH2:35][c:36]2[cH:37][cH:38][c:39]3[c:44]([cH:45]2)[N:43]([CH2:46][CH2:47][NH:48][CH3:49])[CH2:42][CH2:41][CH2:40]3)[CH:11]([c:14]2[cH:15][cH:16][c:17]([O:20][CH2:21][CH2:22][CH2:23][O:24][CH2:25][c:26]3[c:27]([O:32][CH3:33])[cH:28][cH:29][cH:30][cH:31]3)[cH:18][cH:19]2)[CH2:12][CH2:13]1)([CH3:5])([CH3:6])[CH3:7].[CH3:51][OH:52].[ClH:50]>>[NH:8]1[CH2:9][CH:10]([O:34][CH2:35][c:36]2[cH:37][cH:38][c:39]3[c:44]([cH:45]2)[N:43]([CH2:46][CH2:47][NH:48][CH3:49])[CH2:42][CH2:41][CH2:40]3)[CH:11]([c:14]2[cH:15][cH:16][c:17]([O:20][CH2:21][CH2:22][CH2:23][O:24][CH2:25][c:26]3[c:27]([O:32][CH3:33])[cH:28][cH:29][cH:30][cH:31]3)[cH:18][cH:19]2)[CH2:12][CH2:13]1. Starting materials: [Al+3], CC(=O)N1CCC(C(=O)O)CC1, [Cl-], [Cl-], [Cl-], [Cl-], Fc1ccc(F)cc1. Product: CC(=O)N1CCC(C(=O)c2cc(F)ccc2F)CC1. As a reaction SMILES: [Al+3:15].[C:2]([CH3:3])(=[O:4])[N:5]1[CH2:6][CH2:7][CH:8]([C:11](=[O:12])[OH:13])[CH2:9][CH2:10]1.[Cl-:14].[Cl-:16].[Cl-:17].[Cl-:1].[F:18][c:19]1[cH:20][cH:21][c:22]([F:23])[cH:24][cH:25]1>>[C:2]([CH3:3])(=[O:4])[N:5]1[CH2:6][CH2:7][CH:8]([C:11](=[O:13])[c:24]2[c:22]([F:23])[cH:21][cH:20][c:19]([F:18])[cH:25]2)[CH2:9][CH2:10]1. Starting materials: [Br-], CC[Mg+], Cc1c(C=NS(=O)C(C)(C)C)cnn1C, ClCCl. Yields the product CCC(NS(=O)C(C)(C)C)c1cnn(C)c1C. Reaction SMILES: [Br-:16].[CH2:17]([CH3:18])[Mg+:19].[CH3:1][n:2]1[n:3][cH:4][c:5]([CH:8]=[N:9][S:10](=[O:11])[C:12]([CH3:13])([CH3:14])[CH3:15])[c:6]1[CH3:7].[Cl:20][CH2:21][Cl:22]>>[CH3:1][n:2]1[n:3][cH:4][c:5]([CH:8]([NH:9][S:10](=[O:11])[C:12]([CH3:13])([CH3:14])[CH3:15])[CH2:17][CH3:18])[c:6]1[CH3:7]. Starting materials: [F-].C(CCC)[N+](CCCC)(CCCC)CCCC (tetrabutyl ammonium fluoride), C1CCOC1 (THF). Reaction conditions: time 2 hour. The product is N1=C2C(=CC=C1[C@@H]1[C@H](C1)CO)CCC2 (((1S,2S)-2-(6,7-dihydro-5H-cyclopenta[b]pyridin-2-yl)cyclopropyl)methanol). Reaction SMILES: [F-].C([N+:6]([CH2:15][CH2:16][CH2:17][CH3:18])([CH2:11][CH2:12][CH2:13][CH3:14])CCCC)CCC.[CH2:19]1[CH2:23][O:22][CH2:21][CH2:20]1>>[N:6]1[C:11]([C@H:21]2[CH2:20][C@@H:19]2[CH2:23][OH:22])=[CH:12][CH:13]=[C:14]2[CH2:18][CH2:17][CH2:16][C:15]=12 |f:0.1|. Procedure details: To a stirred solution of S-5 (3.19 g, 10.5 mmol) in THF (40 mL) was added tetrabutyl ammonium fluoride solution 1M (10.5 mL, 10.5 mmol). The resulting mixture was stirred 2 hours at room temperature and concentrated. Flash column separation using a 10-100% ethyl acetate/hexane gradient gave S-6 as an oil. (1.44 g, 72%) Starting materials: ClCCl, O=C(O)C(F)(F)F, COc1ccc(C(=O)N2CCc3ccccc32)cc1CSc1nc2cc(F)ccc2n1CC(=O)OC(C)(C)C. Product: COc1ccc(C(=O)N2CCc3ccccc32)cc1CSc1nc2cc(F)ccc2n1CC(=O)O. As a reaction SMILES: [Cl:47][CH2:48][Cl:49].[F:40][C:41]([F:42])([F:43])[C:44]([OH:45])=[O:46].[N:1]1([C:10](=[O:11])[c:12]2[cH:13][cH:14][c:15]([O:38][CH3:39])[c:16]([CH2:17][S:18][c:19]3[n:20][c:21]4[c:22]([n:23]3[CH2:24][C:25](=[O:26])[O:27][C:28]([CH3:29])([CH3:30])[CH3:31])[cH:32][cH:33][c:34]([F:36])[cH:35]4)[cH:37]2)[CH2:2][CH2:3][c:4]2[cH:5][cH:6][cH:7][cH:8][c:9]21>>[N:1]1([C:10](=[O:11])[c:12]2[cH:13][cH:14][c:15]([O:38][CH3:39])[c:16]([CH2:17][S:18][c:19]3[n:20][c:21]4[c:22]([n:23]3[CH2:24][C:25](=[O:26])[OH:27])[cH:32][cH:33][c:34]([F:36])[cH:35]4)[cH:37]2)[CH2:2][CH2:3][c:4]2[cH:5][cH:6][cH:7][cH:8][c:9]21. Starting materials: C, CCO, O=C[O-], ClC(Cl)Cl, O=C(NCc1ccc(OC(F)(F)F)cc1)C1CN(c2nc3nc(C4CC4)nc(Cl)c3s2)CCN1S(=O)(=O)c1ccc(OC(F)(F)F)cc1, [NH4+], [Pd]. Yields the product O=C(NCc1ccc(OC(F)(F)F)cc1)C1CN(c2nc3nc(C4CC4)ncc3s2)CCN1S(=O)(=O)c1ccc(OC(F)(F)F)cc1. As a reaction SMILES: [C:60].[CH3:53][CH2:54][OH:55].[CH:49]([O-:50])=[O:51].[CH:56]([Cl:57])([Cl:58])[Cl:59].[F:1][C:2]([O:3][c:4]1[cH:5][cH:6][c:7]([CH2:8][NH:9][C:10](=[O:11])[CH:12]2[N:13]([S:31](=[O:32])(=[O:33])[c:34]3[cH:35][cH:36][c:37]([O:40][C:41]([F:42])([F:43])[F:44])[cH:38][cH:39]3)[CH2:14][CH2:15][N:16]([c:18]3[s:19][c:20]4[c:21]([n:22][c:23]([CH:27]5[CH2:28][CH2:29]5)[n:24][c:25]4[Cl:26])[n:30]3)[CH2:17]2)[cH:45][cH:46]1)([F:47])[F:48].[NH4+:52].[Pd:61]>>[F:1][C:2]([O:3][c:4]1[cH:5][cH:6][c:7]([CH2:8][NH:9][C:10](=[O:11])[CH:12]2[N:13]([S:31](=[O:32])(=[O:33])[c:34]3[cH:35][cH:36][c:37]([O:40][C:41]([F:42])([F:43])[F:44])[cH:38][cH:39]3)[CH2:14][CH2:15][N:16]([c:18]3[s:19][c:20]4[c:21]([n:22][c:23]([CH:27]5[CH2:28][CH2:29]5)[n:24][cH:25]4)[n:30]3)[CH2:17]2)[cH:45][cH:46]1)([F:47])[F:48]. The reactants are CN(/C=C/C(=O)C1=NN(C=CC1=O)C1=CC=C(C=C1)OCC(F)(F)F)C (3-((E)-3-Dimethylamino-acryloyl)-1-[4-(2,2,2-trifluoro-ethoxy)-phenyl]-1H-pyridazin-4-one), ClC=1C=C(C=CC1)NN (3-chloro-phenylhydrazine). Product: ClC=1C=C(C=CC1)N1N=CC=C1C1=NN(C=CC1=O)C1=CC=C(C=C1)OCC(F)(F)F (3-[2-(3-Chloro-phenyl)-2H-pyrazol-3-yl]-1-[4-(2,2,2-trifluoro-ethoxy)-phenyl]-1H-pyridazin-4-one). RXN SMILES: CN(C)/[CH:3]=[CH:4]/[C:5]([C:7]1[C:12](=[O:13])[CH:11]=[CH:10][N:9]([C:14]2[CH:19]=[CH:18][C:17]([O:20][CH2:21][C:22]([F:25])([F:24])[F:23])=[CH:16][CH:15]=2)[N:8]=1)=O.[Cl:27][C:28]1[CH:29]=[C:30]([NH:34][NH2:35])[CH:31]=[CH:32][CH:33]=1>>[Cl:27][C:28]1[CH:29]=[C:30]([N:34]2[C:5]([C:7]3[C:12](=[O:13])[CH:11]=[CH:10][N:9]([C:14]4[CH:19]=[CH:18][C:17]([O:20][CH2:21][C:22]([F:24])([F:23])[F:25])=[CH:16][CH:15]=4)[N:8]=3)=[CH:4][CH:3]=[N:35]2)[CH:31]=[CH:32][CH:33]=1. Procedure details: The product was obtained starting from 3-((E)-3-Dimethylamino-acryloyl)-1-[4-(2,2,2-trifluoro-ethoxy)-phenyl]-1H-pyridazin-4-one (A-32) and 3-chloro-phenylhydrazine according to the method described for example 43. MS: M=447.1 (M+H)+ The reactants are FC(C(=O)O)(F)F.CNCC=1C=C(C=CC1)C1=CC=C(C=C1)CC1C(NC(S1)=O)=O (5-(3′-methylaminomethylbiphenyl-4-ylmethyl)thiazolidine-2,4-dione trifluoroacetate), O1N=CC=C1C(=O)Cl (5-isoxazolecarboxylic acid chloride). Yields the product O=C1SC(C(N1)=O)CC1=CC=C(C=C1)C1=CC(=CC=C1)CN(C(=O)C1=CC=NO1)C (N-[4′-(2,4-Dioxothiazolidin-5-ylmethyl)biphenyl-3-ylmethyl]-N-methylisoxazole-5-carboxamide). RXN SMILES: FC(F)(F)C(O)=O.[CH3:8][NH:9][CH2:10][C:11]1[CH:12]=[C:13]([C:17]2[CH:22]=[CH:21][C:20]([CH2:23][CH:24]3[S:28][C:27](=[O:29])[NH:26][C:25]3=[O:30])=[CH:19][CH:18]=2)[CH:14]=[CH:15][CH:16]=1.[O:31]1[C:35]([C:36](Cl)=[O:37])=[CH:34][CH:33]=[N:32]1>>[O:29]=[C:27]1[NH:26][C:25](=[O:30])[CH:24]([CH2:23][C:20]2[CH:19]=[CH:18][C:17]([C:13]3[CH:14]=[CH:15][CH:16]=[C:11]([CH2:10][N:9]([CH3:8])[C:36]([C:35]4[O:31][N:32]=[CH:33][CH:34]=4)=[O:37])[CH:12]=3)=[CH:22][CH:21]=2)[S:28]1 |f:0.1|. Procedure details: In a manner similar to that of Example 37(e), by reacting 500 mg (1.1 mmol) of 5-(3′-methylaminomethylbiphenyl-4-ylmethyl)thiazolidine-2,4-dione trifluoroacetate with 170 mg (1.3 mmol) of 5-isoxazolecarboxylic acid chloride, and after purification, 120 mg (26%) of N-[4′-(2,4-dioxothiazolidin-5-ylmethyl)biphenyl-3-ylmethyl]-N-methylisoxazole-5-carboxamide are obtained in the form of a white solid with a melting point of 160° C. Reactants: BrCc1ccccc1, O=C([O-])[O-], [K+], [K+], Cc1c(C(=O)c2cnn(C)c2O)ccc(S(C)(=O)=O)c1C1=NOCC1, CN(C)C=O, O. The product is Cc1c(C(=O)c2cnn(C)c2OCc2ccccc2)ccc(S(C)(=O)=O)c1C1=NOCC1. As a reaction SMILES: [Br:32][CH2:33][c:34]1[cH:35][cH:36][cH:37][cH:38][cH:39]1.[C:26](=[O:27])([O-:28])[O-:29].[K+:30].[K+:31].[O:1]1[N:2]=[C:3]([c:6]2[c:7]([CH3:25])[c:8]([C:9](=[O:10])[c:11]3[cH:12][n:13][n:14]([CH3:17])[c:15]3[OH:16])[cH:18][cH:19][c:20]2[S:21](=[O:22])(=[O:23])[CH3:24])[CH2:4][CH2:5]1.[O:41]=[CH:42][N:43]([CH3:44])[CH3:45].[OH2:40]>>[O:1]1[N:2]=[C:3]([c:6]2[c:7]([CH3:25])[c:8]([C:9](=[O:10])[c:11]3[cH:12][n:13][n:14]([CH3:17])[c:15]3[O:16][CH2:33][c:34]3[cH:35][cH:36][cH:37][cH:38][cH:39]3)[cH:18][cH:19][c:20]2[S:21](=[O:22])(=[O:23])[CH3:24])[CH2:4][CH2:5]1.